The task is: describe an organic reaction: reactants, conditions, products, and yield. This data is from the Open Reaction Database (ORD), a public repository of structured organic reaction records. Reactants: ice water, C(C)(=O)O (acetic acid), BrC1=CC=CC=2C=C(SC21)C(=O)O (7-bromo-1-benzothiophene-2-carboxylic acid), C(C)(C)N(C(C)C)CC (N,N-diisopropylethylamine), P(OC1=CC=CC=C1)(OC1=CC=CC=C1)(=O)N=[N+]=[N-] (diphenyl phosphorazidate). The solvent is CN(C)C=O (DMF). Conditions: time 8 hour. Product: BrC1=CC=CC=2C=C(SC21)N (7-Bromo-1-benzothiophen-2-amine). Yield: 92.0%. As a reaction SMILES: [Br:1][C:2]1[C:10]2[S:9][C:8](C(O)=O)=[CH:7][C:6]=2[CH:5]=[CH:4][CH:3]=1.C([N:17](CC)C(C)C)(C)C.P(N=[N+]=[N-])(=O)(OC1C=CC=CC=1)OC1C=CC=CC=1.C(O)(=O)C>CN(C=O)C>[Br:1][C:2]1[C:10]2[S:9][C:8]([NH2:17])=[CH:7][C:6]=2[CH:5]=[CH:4][CH:3]=1. Procedure details: 156 mg (0.61 mmol) of 7-bromo-1-benzothiophene-2-carboxylic acid are mixed with 156.8 mg (1.21 mmol) of N,N-diisopropylethylamine in 4.0 ml of DMF. At 0° C., 183.7 mg (0.67 mmol) of diphenyl phosphorazidate are added. The reaction mixture is left to stand at 8° C. overnight and then stirred into ice-water. It is neutralized with acetic acid, and the resulting precipitate is filtered off with suction and carefully dried at 40° C. The solid is then suspended in xylene and heated under reflux for 1...